This data is from the Open Reaction Database (ORD), a public repository of structured organic reaction records. The task is: describe an organic reaction: reactants, conditions, products, and yield The reactants are ClCC(C#C)(O)C1(CC1)Cl (4-chloro-3-(1-chlorocyclopropyl)-3-hydroxy-1-butine), N1N=CN=C1 (1,2,4-triazole), C([O-])([O-])=O.[K+].[K+] (potassium carbonate). Solvent: CC(=O)C (acetone), O1CCCC1 (tetrahydrofuran). Yields the product ClC1(CC1)C(C#C)(CN1N=CN=C1)O (3-(1-chloro-1cyclopropyl)-3-hydroxy-4-(1,2,4-triazol-1-yl)-but-1-ine), C#C (acetylene). Isolated yield 400.0%. RXN SMILES: Cl[CH2:2][C:3]([C:7]1([Cl:10])[CH2:9][CH2:8]1)([OH:6])[C:4]#[CH:5].[NH:11]1[CH:15]=[N:14][CH:13]=[N:12]1.C(=O)([O-])[O-].[K+].[K+]>CC(C)=O.O1CCCC1>[Cl:10][C:7]1([C:3]([OH:6])([CH2:2][N:11]2[CH:15]=[N:14][CH:13]=[N:12]2)[C:4]#[CH:5])[CH2:9][CH2:8]1.[CH:2]#[CH:3] |f:2.3.4|. Procedure: A mixture of 18.0 g (0.1 mol) of 4-chloro-3-(1-chlorocyclopropyl)-3-hydroxy-1-butine, 13.9 g (0.201 mol) of 1,2,4-triazole and 55.5 g (0.402 mol) of potassium carbonate in 250 ml of absolute acetone is refluxed for 2 hours. The mixture is subsequently concentrated by stripping off the diluent under reduced pressure, and the concentrate is then treated with water. The resulting mixture is extracted using methylene chloride. The combined organic phases are dried and concentrated under reduced pres... The reactants are FC1=CC(=C(C=C1)C1=C(C(=CN1)C(=O)O)C)C(F)(F)F (5-[4-fluoro-2-(trifluoromethyl)phenyl]-4-methyl-1H-pyrrole-3-carboxylic acid), C(C(=O)Cl)(=O)Cl (oxalyl chloride), Cl.CS(=O)(=O)C1=CC=C(N)C=C1 (4-(methanesulfonyl)aniline hydrochloride), C(C)(C)N(CC)C(C)C (diisopropylethylamine). The solvent is ClCCl (dichloromethane), O1CCCC1 (tetrahydrofuran). Run at time 2 hour. Yields the product FC1=CC(=C(C=C1)C1=C(C(=CN1)C(=O)NC1=CC=C(C=C1)S(=O)(=O)C)C)C(F)(F)F (5-[4-fluoro-2-(trifluoromethyl)phenyl]-4-methyl-N-[4-(methylsulfonyl)phenyl]-1H-pyrrole-3-carboxamide). Yield: 92.5%. Reaction SMILES: [F:1][C:2]1[CH:7]=[CH:6][C:5]([C:8]2[NH:12][CH:11]=[C:10]([C:13]([OH:15])=O)[C:9]=2[CH3:16])=[C:4]([C:17]([F:20])([F:19])[F:18])[CH:3]=1.C(Cl)(=O)C(Cl)=O.Cl.[CH3:28][S:29]([C:32]1[CH:38]=[CH:37][C:35]([NH2:36])=[CH:34][CH:33]=1)(=[O:31])=[O:30].C(N(C(C)C)CC)(C)C>ClCCl.O1CCCC1>[F:1][C:2]1[CH:7]=[CH:6][C:5]([C:8]2[NH:12][CH:11]=[C:10]([C:13]([NH:36][C:35]3[CH:34]=[CH:33][C:32]([S:29]([CH3:28])(=[O:31])=[O:30])=[CH:38][CH:37]=3)=[O:15])[C:9]=2[CH3:16])=[C:4]([C:17]([F:20])([F:19])[F:18])[CH:3]=1 |f:2.3|. Procedure: To a suspension of 5-[4-fluoro-2-(trifluoromethyl)phenyl]-4-methyl-1H-pyrrole-3-carboxylic acid (7.7 g, 27 mmol) in dichloromethane (60 ml) was added oxalyl chloride (5.1 ml, 59 mmol). The mixture was stirred at room temperature for 2.0 h, after which time the solvent was removed on a rotary evaporator. To this brown residue was added 4-(methanesulfonyl)aniline hydrochloride (5.8 g, 28 mmol), tetrahydrofuran (THF) (80 ml) and diisopropylethylamine (DIEA) (14 ml, 80 mmol). The solution was stirre... The reactants are C(C)(C)(C)OC(=O)N1C[C@@H](CC1)NC1=NC2=C(C=CC=C2N=C1C)C1=CC=2C(NCCC2N1)=O ((R)-tert-butyl-3-((3-methyl-8-(4-oxo-4,5,6,7-tetrahydro-1H-pyrrolo[3,2-c]pyridin-2-yl)quinoxalin-2-yl)amino)pyrrolidine-1-carboxylate), C(=O)(C(F)(F)F)O (TFA). The solvent is C(Cl)Cl (DCM). Reported procedure: Prepared according to Example 53, using (R)-tert-butyl-3-((3-methyl-8-(4-oxo-4,5,6,7-tetrahydro-1H-pyrrolo[3,2-c]pyridin-2-yl)quinoxalin-2-yl)amino)pyrrolidine-1-carboxylate (Ex. 48, 150 mg, 0.506 mmol), and TFA (940 μl, 12.66 mmol) in DCM (20 mL), stirring at 25° C. for 1.5 h. Purification by column chromatography (silica gel: 0 to 10% MeOH/DCM) provided (R)-2-(2-methyl-3-(pyrrolidin-3-ylamino)quinoxalin-5-yl)-6,7-dihydro-1H-pyrrolo[3,2-c]pyridin-4(5H)-one (140 mg, 76%). 1H NMR (DMSO-d6) δ: 12.... As a reaction SMILES: C(OC([N:8]1[CH2:12][CH2:11][C@@H:10]([NH:13][C:14]2[C:23]([CH3:24])=[N:22][C:21]3[C:16](=[C:17]([C:25]4[NH:33][C:32]5[CH2:31][CH2:30][NH:29][C:28](=[O:34])[C:27]=5[CH:26]=4)[CH:18]=[CH:19][CH:20]=3)[N:15]=2)[CH2:9]1)=O)(C)(C)C.C(O)(C(F)(F)F)=O>C(Cl)Cl>[CH3:24][C:23]1[C:14]([NH:13][C@@H:10]2[CH2:11][CH2:12][NH:8][CH2:9]2)=[N:15][C:16]2[C:21](=[CH:20][CH:19]=[CH:18][C:17]=2[C:25]2[NH:33][C:32]3[CH2:31][CH2:30][NH:29][C:28](=[O:34])[C:27]=3[CH:26]=2)[N:22]=1. Run at temperature 25 celsius, time 1.5 hour. Yields the product CC1=NC2=CC=CC(=C2N=C1N[C@H]1CNCC1)C1=CC=2C(NCCC2N1)=O ((R)-2-(2-methyl-3-(pyrrolidin-3-ylamino)quinoxalin-5-yl)-6,7-dihydro-1H-pyrrolo[3,2-c]pyridin-4(5H)-one). Yield: 76.3%.